This data is from the Open Reaction Database (ORD), a public repository of structured organic reaction records. The task is: describe an organic reaction: reactants, conditions, products, and yield Starting materials: CCOc1ncc(Br)cn1, CC1(C)OB(c2cccc3c2CC(N(Cc2ccccc2)Cc2ccccc2)CO3)OC1(C)C. Product: CCOc1ncc(-c2cccc3c2CC(N(Cc2ccccc2)Cc2ccccc2)CO3)cn1. As a reaction SMILES: [Br:35][c:36]1[cH:37][n:38][c:39]([O:42][CH2:43][CH3:44])[n:40][cH:41]1.[CH2:1]([c:2]1[cH:3][cH:4][cH:5][cH:6][cH:7]1)[N:8]([CH:9]1[CH2:10][O:11][c:12]2[cH:13][cH:14][cH:15][c:16]([B:19]3[O:20][C:21]([CH3:22])([CH3:23])[C:24]([CH3:25])([CH3:26])[O:27]3)[c:17]2[CH2:18]1)[CH2:28][c:29]1[cH:30][cH:31][cH:32][cH:33][cH:34]1>>[CH2:1]([c:2]1[cH:3][cH:4][cH:5][cH:6][cH:7]1)[N:8]([CH:9]1[CH2:10][O:11][c:12]2[cH:13][cH:14][cH:15][c:16](-[c:36]3[cH:37][n:38][c:39]([O:42][CH2:43][CH3:44])[n:40][cH:41]3)[c:17]2[CH2:18]1)[CH2:28][c:29]1[cH:30][cH:31][cH:32][cH:33][cH:34]1. Reactants: O (water), [Al+3].[Cl-].[Cl-].[Cl-] (AlCl3), CC1(CCC(C2=CC(=CC=C12)C)(C)C)C (1,1,4,4,6-pentamethyl-1,2,3,4-tetrahydro-naphthalene), C(C)(=O)Cl (acetyl chloride). Run in C(Cl)Cl (methylene chloride), C(Cl)Cl (methylene chloride). Reaction conditions: time 30 minute. Product: CC=1C(=CC=2C(CCC(C2C1)(C)C)(C)C)C(C)=O (1-(3,5,5,8,8-Pentamethyl-5,6,7,8-tetrahydro-naphthalen-2-yl)-ethanone). As a reaction SMILES: [Al+3].[Cl-].[Cl-].[Cl-].[CH3:5][C:6]1([CH3:19])[C:15]2[C:10](=[CH:11][C:12]([CH3:16])=[CH:13][CH:14]=2)[C:9]([CH3:18])([CH3:17])[CH2:8][CH2:7]1.[C:20](Cl)(=[O:22])[CH3:21].O>C(Cl)Cl>[CH3:16][C:12]1[C:13]([C:20](=[O:22])[CH3:21])=[CH:14][C:15]2[C:6]([CH3:19])([CH3:5])[CH2:7][CH2:8][C:9]([CH3:18])([CH3:17])[C:10]=2[CH:11]=1 |f:0.1.2.3|. Reported procedure: To a suspension of AlCl3 (2.88 g; 21.6 mmol) in methylene chloride (5 ml) was added over 15 minutes a solution of 1,1,4,4,6-pentamethyl-1,2,3,4-tetrahydro-naphthalene (4.0 g; 20 mmol) and acetyl chloride (1.6 ml; 21.6 mmol) in methylene chloride (20 ml) at 0° C. The reaction mixture was stirred for 30 minutes and ice cooled water (50 ml) was added. The organic phase was separated and the water phase was further extracted with methylene chloride (3×30 ml). The combined organic phases were first w... The reactants are CC#N, O=C(C1OC1c1ccccc1)N(CC1CC1)C1CCCCC1O, O=C(O)C(F)(F)F. Product: O=C1C(O)C(c2ccccc2)OC2CCCCC2N1CC1CC1. As a reaction SMILES: [CH3:24][C:25]#[N:26].[CH:1]1([CH2:4][N:5]([C:6](=[O:7])[CH:8]2[O:9][CH:10]2[c:11]2[cH:12][cH:13][cH:14][cH:15][cH:16]2)[CH:17]2[CH:18]([OH:23])[CH2:19][CH2:20][CH2:21][CH2:22]2)[CH2:2][CH2:3]1.[F:27][C:28]([F:29])([F:30])[C:31]([OH:32])=[O:33]>>[CH:1]1([CH2:4][N:5]2[C:6](=[O:7])[CH:8]([OH:9])[CH:10]([c:11]3[cH:12][cH:13][cH:14][cH:15][cH:16]3)[O:23][CH:18]3[CH:17]2[CH2:22][CH2:21][CH2:20][CH2:19]3)[CH2:2][CH2:3]1. Starting materials: Cl (HCl), [Si](C)(C)(C(C)(C)C)OCC(CN1C(C2=CC=CC=C2C1=O)=O)C1=CC=CC=C1 (2-(3 {[tert-butyl(dimethyl)silyl]oxy}-2-phenylpropyl)-1H-isoindole-1,3(2H)-dione), O.NN (hydrazine hydrate), resultant solution, C(=O)(O)[O-].[Na+] (NaHCO3). Run in CCO (EtOH), CCO (EtOH). Reaction conditions: time 18 hour. Yields the product NCC(CO)C1=CC=CC=C1 (3-amino-2-phenylpropan-1-ol). As a reaction SMILES: [Si]([O:8][CH2:9][CH:10]([C:23]1[CH:28]=[CH:27][CH:26]=[CH:25][CH:24]=1)[CH2:11][N:12]1C(=O)C2C(=CC=CC=2)C1=O)(C(C)(C)C)(C)C.O.NN.Cl.C([O-])(O)=O.[Na+]>CCO>[NH2:12][CH2:11][CH:10]([C:23]1[CH:28]=[CH:27][CH:26]=[CH:25][CH:24]=1)[CH2:9][OH:8] |f:1.2,4.5|. Procedure details: A cooled (0° C.) solution of 2-(3 {[tert-butyl(dimethyl)silyl]oxy}-2-phenylpropyl)-1H-isoindole-1,3(2H)-dione (0.900 g, 2.28 mmol) in EtOH (10 mL) was treated with hydrazine hydrate (1.41 mL, 3.42 mmol) and the resultant solution was allowed to warm to room temperature and stirred for 18 h. A solution of 5 N aqueous HCl in EtOH (25 mL) was added and the resulting biphasic mixture was stirred for 3 h. The mixture was treated with sat. NaHCO3, until PH=9 attained and then extracted with EtOAC (3×6...